From a dataset of the Open Reaction Database (ORD), a public repository of structured organic reaction records. describe an organic reaction: reactants, conditions, products, and yield Starting materials: C(C1=CC=CC=C1)OC(=O)NC1=CN=CN(C1=O)CC(=O)O ((5-benzyloxycarbonylamino-6-oxo-1,6-dihydro-1-pyrimidinyl)acetic acid), NC(C(C(F)(F)F)O)CC1=CC=CC=C1 (3-amino-1,1,1-trifluoro-4-phenyl-2-butanol), CCN=C=NCCCN(C)C.Cl (WSCI hydrochloride), C=1C=CC2=C(C1)N=NN2O (HOBT). Solvent: CN(C)C=O (DMF). Yields the product C(C1=CC=CC=C1)OC(=O)NC1=CN=CN(C1=O)CC(=O)NC(C(C(F)(F)F)O)CC1=CC=CC=C1 (2-(5-Benzyloxycarbonylamino-6-oxo-1,6-dihydro-1-pyrimidyl)-N-(1-benzyl-3,3,3-trifluoro-2-hydroxypropyl)acetamide), C(C1=CC=CC=C1)OC(=O)NC1=CN=CN(C1=O)CC(=O)NC(C(C(F)(F)F)=O)CC1=CC=CC=C1 (2-(5-benzyloxycarbonylamino-6-oxo-1,6-dihydro-1-pyrimidyl)-N-(1-benzyl-3,3,3-trifluoro-2-oxopropyl)acetamide), target compound. Yield: 93.0%. As a reaction SMILES: [CH2:1]([O:8][C:9]([NH:11][C:12]1[C:17](=[O:18])[N:16]([CH2:19][C:20]([OH:22])=[O:21])[CH:15]=[N:14][CH:13]=1)=[O:10])[C:2]1[CH:7]=[CH:6][CH:5]=[CH:4][CH:3]=1.[NH2:23][CH:24]([CH2:31][C:32]1[CH:37]=[CH:36][CH:35]=[CH:34][CH:33]=1)[CH:25]([OH:30])[C:26]([F:29])([F:28])[F:27].CCN=C=NCCCN(C)C.Cl.C1C=CC2N(O)N=NC=2C=1>CN(C=O)C>[CH2:1]([O:8][C:9]([NH:11][C:12]1[C:17](=[O:18])[N:16]([CH2:19][C:20]([NH:23][CH:24]([CH2:31][C:32]2[CH:37]=[CH:36][CH:35]=[CH:34][CH:33]=2)[CH:25]([OH:30])[C:26]([F:27])([F:28])[F:29])=[O:22])[CH:15]=[N:14][CH:13]=1)=[O:10])[C:2]1[CH:3]=[CH:4][CH:5]=[CH:6][CH:7]=1.[CH2:1]([O:8][C:9]([NH:11][C:12]1[C:17](=[O:18])[N:16]([CH2:19][C:20]([NH:23][CH:24]([CH2:31][C:32]2[CH:37]=[CH:36][CH:35]=[CH:34][CH:33]=2)[C:25](=[O:30])[C:26]([F:27])([F:28])[F:29])=[O:21])[CH:15]=[N:14][CH:13]=1)=[O:10])[C:2]1[CH:3]=[CH:4][CH:5]=[CH:6][CH:7]=1 |f:2.3|. Procedure: 2-(5-Benzyloxycarbonylamino-6-oxo-1,6-dihydro-1-pyrimidyl)-N-(1-benzyl-3,3,3-trifluoro-2-hydroxypropyl)acetamide was synthesized in the same manner as in Example 1. That is, (5-benzyloxycarbonylamino-6-oxo-1,6-dihydro-1-pyrimidinyl)acetic acid (title compound in Reference Example 10, 1.20 g, 3.96 mmol) was treated with 3-amino-1,1,1-trifluoro-4-phenyl-2-butanol (title compound in Reference Example 1, 911 mg, 4.16 mmol), WSCI hydrochloride (912 mg, 4.76 mmol) and HOBT (1.07 g, 7.92 mmol) in DMF (... The reactants are ClCCl, OCc1ccc2nccnc2c1. The product is O=Cc1ccc2nccnc2c1. RXN SMILES: [Cl:13][CH2:14][Cl:15].[n:1]1[cH:2][cH:3][n:4][c:5]2[cH:6][c:7]([CH2:11][OH:12])[cH:8][cH:9][c:10]12>>[n:1]1[cH:2][cH:3][n:4][c:5]2[cH:6][c:7]([CH:11]=[O:12])[cH:8][cH:9][c:10]12. Starting materials: C(C1=CC=CC=C1)N1C(=NC=C(C1=O)Br)SC (3-benzyl-5-bromo-2-(methylthio)pyrimidin-4(3H)-one), FC=1C=C(C=CC1OC)B(O)O (3-fluoro-4-methoxyphenylboronic acid), COC=1C=CC=C(C1C=2C=CC=CC2P(C3CCCCC3)C4CCCCC4)OC (S-Phos), P(=O)([O-])([O-])[O-].[K+].[K+].[K+] (potassium phosphate). The reagents and catalysts are C=1C=CC(=CC1)/C=C/C(=O)/C=C/C2=CC=CC=C2.C=1C=CC(=CC1)/C=C/C(=O)/C=C/C2=CC=CC=C2.C=1C=CC(=CC1)/C=C/C(=O)/C=C/C2=CC=CC=C2.[Pd].[Pd] (tris(dibenzylideneacetone)dipalladium). Solvent: C1(=CC=CC=C1)C (toluene). Conditions: time 105 minute. Product: C(C1=CC=CC=C1)N1C(=NC=C(C1=O)C1=CC(=C(C=C1)OC)F)SC (3-benzyl-5-(3-fluoro-4-methoxyphenyl)-2-(methylthio)pyrimidin-4(3H)-one). RXN SMILES: [CH2:1]([N:8]1[C:13](=[O:14])[C:12](Br)=[CH:11][N:10]=[C:9]1[S:16][CH3:17])[C:2]1[CH:7]=[CH:6][CH:5]=[CH:4][CH:3]=1.[F:18][C:19]1[CH:20]=[C:21](B(O)O)[CH:22]=[CH:23][C:24]=1[O:25][CH3:26].COC1C=CC=C(OC)C=1C1C=CC=CC=1P(C1CCCCC1)C1CCCCC1.P([O-])([O-])([O-])=O.[K+].[K+].[K+]>C1(C)C=CC=CC=1.C1C=CC(/C=C/C(/C=C/C2C=CC=CC=2)=O)=CC=1.C1C=CC(/C=C/C(/C=C/C2C=CC=CC=2)=O)=CC=1.C1C=CC(/C=C/C(/C=C/C2C=CC=CC=2)=O)=CC=1.[Pd].[Pd]>[CH2:1]([N:8]1[C:13](=[O:14])[C:12]([C:21]2[CH:22]=[CH:23][C:24]([O:25][CH3:26])=[C:19]([F:18])[CH:20]=2)=[CH:11][N:10]=[C:9]1[S:16][CH3:17])[C:2]1[CH:7]=[CH:6][CH:5]=[CH:4][CH:3]=1 |f:3.4.5.6,8.9.10.11.12|. Procedure details: In a separate flask, 3-benzyl-5-bromo-2-(methylthio)pyrimidin-4(3H)-one (580.5 mg, 1.87 mmol), tris(dibenzylideneacetone)dipalladium (0) (65.0 mg, 0.0710 mmol), 3-fluoro-4-methoxyphenylboronic acid (492.3 mg, 2.90 mmol), S-Phos (97.7 mg, 0.238 mmol), and potassium phosphate (1.250 g, 5.89 mmol) were suspended in toluene (15 ml) and nitrogen was bubbled through for about 30 seconds. The flask was fitted with a reflux condenser and placed in a preheated oil bath (100 C) and stirred under nitrogen ... The reactants are COC(=O)C1=C(C2=C(C=3C=CC(=CC3S2)C(NCC2=CC=CC=C2)=O)S1)OCC(=O)OCC (6-benzylcarbamoyl-1-ethoxycarbonylmethoxy-3,8-dithia-cyclopenta[a]indene-2-carboxylic acid methyl ester), O (water). The solvent is C1CCOC1 (THF). Yields the product C(C1=CC=CC=C1)NC(=O)C1=CC=2SC3=C(C2C=C1)SC(=C3OCC(=O)O)C(=O)O (6-Benzylcarbamoyl-l-carboxymethoxy-3,8-dithia-cyclopenta[a]indene-2-carboxylic acid). Yield: 56.6%. Reaction SMILES: C[O:2][C:3]([C:5]1[S:26][C:8]2[C:9]3[CH:10]=[CH:11][C:12]([C:16](=[O:25])[NH:17][CH2:18][C:19]4[CH:24]=[CH:23][CH:22]=[CH:21][CH:20]=4)=[CH:13][C:14]=3[S:15][C:7]=2[C:6]=1[O:27][CH2:28][C:29]([O:31]CC)=[O:30])=[O:4].O>C1COCC1>[CH2:18]([NH:17][C:16]([C:12]1[CH:11]=[CH:10][C:9]2[C:8]3[S:26][C:5]([C:3]([OH:4])=[O:2])=[C:6]([O:27][CH2:28][C:29]([OH:31])=[O:30])[C:7]=3[S:15][C:14]=2[CH:13]=1)=[O:25])[C:19]1[CH:20]=[CH:21][CH:22]=[CH:23][CH:24]=1. Reported procedure: Following General Procedure A, 6-benzylcarbamoyl-1-ethoxycarbonylmethoxy-3,8-dithia-cyclopenta[a]indene-2-carboxylic acid methyl ester (9 mg, 0.02 mmol) was stirred in THF (1 ml) and water (1 ml) for 17 hr. Work-up yielded 5 mg (63%) of title compounds as a light yellow solid. Starting materials: CC1=CC(CC(C1)(C)C)=C(C(=O)O)C#N (2(3,5,5-trimethyl-2-cyclohexenylidene) cyanoacetic acid), S(=O)(Cl)Cl (thionyl chloride), C(CCC)N (n-butylamine), acid chloride. Run in petroleum ether, Cl (HCl). The product is C(CCC)NC(C(C#N)=C1C=C(CC(C1)(C)C)C)=O (n-butyl (3,5,5-trimethyl-2-cyclohexenylidene) cyanoacetamide). Reaction SMILES: [CH3:1][C:2]1[CH2:7][C:6]([CH3:9])([CH3:8])[CH2:5][C:4](=[C:10]([C:14]#[N:15])[C:11]([OH:13])=O)[CH:3]=1.S(Cl)(Cl)=O.[CH2:20]([NH2:24])[CH2:21][CH2:22][CH3:23]>Cl>[CH2:20]([NH:24][C:11](=[O:13])[C:10](=[C:4]1[CH2:5][C:6]([CH3:8])([CH3:9])[CH2:7][C:2]([CH3:1])=[CH:3]1)[C:14]#[N:15])[CH2:21][CH2:22][CH3:23]. Procedure details: 2(3,5,5-trimethyl-2-cyclohexenylidene) cyanoacetic acid (0.2 mol) and thionyl chloride (50 mls) were refluxed together for 1 hr. The acid chloride was then added dropwise with stirring to n-butylamine (0.4 mol) in petroleum ether (340 mls). The flask may have to be cooled with an ice bath. After addition, 1N HCl (150 mls) was added and the mixture stirred. The mixture was allowed to separate and the upper layer was washed until acid free. It was then treated with 1.4 g activated carbon, then n-b...